This data is from the Open Reaction Database (ORD), a public repository of structured organic reaction records. The task is: describe an organic reaction: reactants, conditions, products, and yield The reactants are [BH4-], CO, [Li+], C1CCOC1, O, CCOC(=O)c1cn2ccccc2n1. Product: OCc1cn2ccccc2n1. RXN SMILES: [BH4-:1].[CH3:17][OH:18].[Li+:2].[O:19]1[CH2:20][CH2:21][CH2:22][CH2:23]1.[OH2:24].[n:3]1[c:4]([C:12](=[O:13])[O:14][CH2:15][CH3:16])[cH:5][n:6]2[c:7]1[cH:8][cH:9][cH:10][cH:11]2>>[n:3]1[c:4]([CH2:12][OH:13])[cH:5][n:6]2[c:7]1[cH:8][cH:9][cH:10][cH:11]2. Reactants: OC=1C=C(C=CC1O)CCCCCC(=O)O (6-(3,4-dihydroxyphenyl)hexanoic acid), C(C1=CC=CC=C1)Cl (benzyl chloride), C([O-])([O-])=O.[K+].[K+] (potassium carbonate), CN(C=O)C (N,N-dimethylformamide). Reagents/catalysts: [Br-].C(CCC)[N+](CCCC)(CCCC)CCCC (tetra-n-butylammonium bromide), [I-].[K+] (potassium iodide). The solvent is O (water). Run at time 8 hour. Product: C(C1=CC=CC=C1)OC=1C=C(C=CC1OCC1=CC=CC=C1)CCCCCC(=O)OCC1=CC=CC=C1 (benzyl 6-(3,4-dibenzyloxyphenyl)hexanate). As a reaction SMILES: [OH:1][C:2]1[CH:3]=[C:4]([CH2:9][CH2:10][CH2:11][CH2:12][CH2:13][C:14]([OH:16])=O)[CH:5]=[CH:6][C:7]=1[OH:8].[CH2:17](Cl)[C:18]1[CH:23]=[CH:22][CH:21]=[CH:20][CH:19]=1.C(=O)([O-])[O-].[K+].[K+].CN(C)[CH:33]=[O:34]>[Br-].C([N+](CCCC)(CCCC)CCCC)CCC.[I-].[K+].O>[CH2:17]([O:1][C:2]1[CH:3]=[C:4]([CH2:9][CH2:10][CH2:11][CH2:12][CH2:13][C:14]([O:34][CH2:33][C:2]2[CH:3]=[CH:4][CH:5]=[CH:6][CH:7]=2)=[O:16])[CH:5]=[CH:6][C:7]=1[O:8][CH2:17][C:18]1[CH:23]=[CH:22][CH:21]=[CH:20][CH:19]=1)[C:18]1[CH:23]=[CH:22][CH:21]=[CH:20][CH:19]=1 |f:2.3.4,6.7,8.9|. Reported procedure: A mixture of 3.8 g of 6-(3,4-dihydroxyphenyl)hexanoic acid, 8.6 g of benzyl chloride, 9.4 g of potassium carbonate, 0.1 g of potassium iodide, 0.1 g of tetra-n-butylammonium bromide, and 50 ml of N,N-dimethylformamide was stirred overnight at room temperature. After the reaction was over, 200 ml of water was added to the reaction mixture and the product was extracted three times each time with 100 ml of ether. The extracts were combined with each other, washed with water, dried over anhydrous ma... The reactants are CN(CCN1CCCc2ccc(NC(=N)c3cccs3)cc21)C(=O)Oc1ccccc1, CCO, ClCCl, [Na+], [OH-], O. Product: CNCCN1CCCc2ccc(NC(=N)c3cccs3)cc21. As a reaction SMILES: [CH3:1][N:2]([C:3](=[O:4])[O:5][c:6]1[cH:7][cH:8][cH:9][cH:10][cH:11]1)[CH2:12][CH2:13][N:14]1[CH2:15][CH2:16][CH2:17][c:18]2[cH:19][cH:20][c:21]([NH:24][C:25](=[NH:26])[c:27]3[s:28][cH:29][cH:30][cH:31]3)[cH:22][c:23]21.[CH3:35][CH2:36][OH:37].[Cl:38][CH2:39][Cl:40].[Na+:34].[OH-:33].[OH2:32]>>[CH3:1][NH:2][CH2:12][CH2:13][N:14]1[CH2:15][CH2:16][CH2:17][c:18]2[cH:19][cH:20][c:21]([NH:24][C:25](=[NH:26])[c:27]3[s:28][cH:29][cH:30][cH:31]3)[cH:22][c:23]21. The reactants are CC1CN(c2nnc(Cl)c3ccncc23)C(C)CN1, [Na+], [Na+], O=C([O-])[O-], OB(O)c1ccccc1, c1ccc(P(c2ccccc2)(c2ccccc2)[Pd](P(c2ccccc2)(c2ccccc2)c2ccccc2)(P(c2ccccc2)(c2ccccc2)c2ccccc2)P(c2ccccc2)(c2ccccc2)c2ccccc2)cc1. Product: CC1CN(c2nnc(-c3ccccc3)c3ccncc23)C(C)CN1. As a reaction SMILES: [Cl:16][c:17]1[c:18]2[c:19]([c:20]([N:23]3[CH:24]([CH3:30])[CH2:25][NH:26][CH:27]([CH3:29])[CH2:28]3)[n:21][n:22]1)[cH:31][n:32][cH:33][cH:34]2.[Na+:10].[Na+:11].[O-:12][C:13](=[O:14])[O-:15].[OH:1][B:2]([OH:3])[c:4]1[cH:5][cH:6][cH:7][cH:8][cH:9]1.[cH:35]1[cH:36][cH:37][c:38]([P:39]([Pd:40]([P:41]([c:42]2[cH:43][cH:44][cH:45][cH:46][cH:47]2)([c:48]2[cH:49][cH:50][cH:51][cH:52][cH:53]2)[c:54]2[cH:55][cH:56][cH:57][cH:58][cH:59]2)([P:60]([c:61]2[cH:62][cH:63][cH:64][cH:65][cH:66]2)([c:67]2[cH:68][cH:69][cH:70][cH:71][cH:72]2)[c:73]2[cH:74][cH:75][cH:76][cH:77][cH:78]2)[P:79]([c:80]2[cH:81][cH:82][cH:83][cH:84][cH:85]2)([c:86]2[cH:87][cH:88][cH:89][cH:90][cH:91]2)[c:92]2[cH:93][cH:94][cH:95][cH:96][cH:97]2)([c:98]2[cH:99][cH:100][cH:101][cH:102][cH:103]2)[c:104]2[cH:105][cH:106][cH:107][cH:108][cH:109]2)[cH:110][cH:111]1>>[c:4]1(-[c:17]2[c:18]3[c:19]([c:20]([N:23]4[CH:24]([CH3:30])[CH2:25][NH:26][CH:27]([CH3:29])[CH2:28]4)[n:21][n:22]2)[cH:31][n:32][cH:33][cH:34]3)[cH:5][cH:6][cH:7][cH:8][cH:9]1. Starting materials: COCCC(=O)O, Cl, Cl, Cl, NC1CCC(CCN2CCN(c3nccc4sccc34)CC2)CC1. The product is COCCC(=O)NC1CCC(CCN2CCN(c3nccc4sccc34)CC2)CC1. Reaction SMILES: [CH3:28][O:29][CH2:30][CH2:31][C:32](=[O:33])[OH:34].[ClH:1].[ClH:2].[ClH:3].[s:4]1[cH:5][cH:6][c:7]2[c:8]([N:13]3[CH2:14][CH2:15][N:16]([CH2:19][CH2:20][CH:21]4[CH2:22][CH2:23][CH:24]([NH2:27])[CH2:25][CH2:26]4)[CH2:17][CH2:18]3)[n:9][cH:10][cH:11][c:12]12>>[s:4]1[cH:5][cH:6][c:7]2[c:8]([N:13]3[CH2:14][CH2:15][N:16]([CH2:19][CH2:20][CH:21]4[CH2:22][CH2:23][CH:24]([NH:27][C:32]([CH2:31][CH2:30][O:29][CH3:28])=[O:33])[CH2:25][CH2:26]4)[CH2:17][CH2:18]3)[n:9][cH:10][cH:11][c:12]12. The reactants are CN1[C@@](C(=O)N[C@@H](C(C)C)C(=O)N(C)[C@H]([C@@H](CC(=O)O)OC)[C@H](CC)C)(CCC1)C (1,2-dimethyl-D-prolyl-N-[(2R,3S,4S)-1-carboxy-2-methoxy-4-methylhexan-3-yl]-N-methyl-L-valinamide), N1=CC=CC=C1 (pyridine), FC(C(=O)OC1=C(C(=C(C(=C1F)F)F)F)F)(F)F (pentafluorophenyl trifluoroacetate). Run in ClCCl (dichloromethane), ClCCl (dichloromethane). Conditions: time 1 hour. The product is CN1[C@@](C(=O)N[C@@H](C(C)C)C(=O)N(C)[C@H]([C@@H](CC(OC2=C(C(=C(C(=C2F)F)F)F)F)=O)OC)[C@H](CC)C)(CCC1)C (1,2-dimethyl-D-prolyl-N-[(3R,4S,5S)-3-methoxy-5-methyl-1-oxo-1-(pentafluorophenoxy)heptan-4-yl]-N-methyl-L-valinamide). Reaction SMILES: [CH3:1][N:2]1[CH2:29][CH2:28][CH2:27][C@:3]1([CH3:30])[C:4]([NH:6][C@H:7]([C:11]([N:13]([C@@H:15]([C@@H:23]([CH3:26])[CH2:24][CH3:25])[C@H:16]([O:21][CH3:22])[CH2:17][C:18]([OH:20])=[O:19])[CH3:14])=[O:12])[CH:8]([CH3:10])[CH3:9])=[O:5].N1C=CC=CC=1.FC(F)(F)C(O[C:42]1[C:47]([F:48])=[C:46]([F:49])[C:45]([F:50])=[C:44]([F:51])[C:43]=1[F:52])=O>ClCCl>[CH3:1][N:2]1[CH2:29][CH2:28][CH2:27][C@:3]1([CH3:30])[C:4]([NH:6][C@H:7]([C:11]([N:13]([C@@H:15]([C@@H:23]([CH3:26])[CH2:24][CH3:25])[C@H:16]([O:21][CH3:22])[CH2:17][C:18](=[O:20])[O:19][C:42]1[C:43]([F:52])=[C:44]([F:51])[C:45]([F:50])=[C:46]([F:49])[C:47]=1[F:48])[CH3:14])=[O:12])[CH:8]([CH3:10])[CH3:9])=[O:5]. Reported procedure: To a cooled solution (0° C.) of #196 (4.0 g, 9.4 mmol, 1 eq.) in dichloromethane (40 mL) was added dropwise pyridine (2.95 g, 37.6 mmol, 4 eq.) followed by a solution of pentafluorophenyl trifluoroacetate (3.9 g, 13.6 mmol, 1.4 eq.) in dichloromethane (5 mL). The mixture was stirred at room temperature for one hour, and the solvent was concentrated in vacuo. The residue was purified by silica gel chromatography (Gradient: 1 to 10% methanol in dichloromethane) to afford compound #197 (4.5 g, 81.2... The reactants are Cl.CN(C)CC1(C(C(CCC1)=CC1=CC=CC=C1)=O)C1=CC=CC=C1 (2-[(dimethylamino)methyl]-2-phenyl-6-(phenylmethylene)cyclohexanone, monohydrochloride), CNN (methylhydrazine). Run in CO (methanol). The product is Cl.CN(CC1(CCCC2C(N(N=C12)C)C1=CC=CC=C1)C1=CC=CC=C1)C (3,3a,4,5,6,7-Hexahydro-N,N,2-trimethyl-3,7-diphenyl-2H-indazole-7-methanamine, monohydrochloride). The yield is 36.4%. Reaction SMILES: [ClH:1].[CH3:2][N:3]([CH2:5][C:6]1([C:20]2[CH:25]=[CH:24][CH:23]=[CH:22][CH:21]=2)[CH2:11][CH2:10][CH2:9][C:8](=[CH:12][C:13]2[CH:18]=[CH:17][CH:16]=[CH:15][CH:14]=2)[C:7]1=O)[CH3:4].[CH3:26][NH:27][NH2:28]>CO>[ClH:1].[CH3:2][N:3]([CH3:4])[CH2:5][C:6]1([C:20]2[CH:25]=[CH:24][CH:23]=[CH:22][CH:21]=2)[C:7]2[CH:8]([CH:12]([C:13]3[CH:18]=[CH:17][CH:16]=[CH:15][CH:14]=3)[N:27]([CH3:26])[N:28]=2)[CH2:9][CH2:10][CH2:11]1 |f:0.1,4.5|. Procedure: A solution of 10.7 g of 2-[(dimethylamino)methyl]-2-phenyl-6-(phenylmethylene)cyclohexanone, monohydrochloride in 70 ml of methanol is treated with 1.5 g of methylhydrazine and the resulting solution is refluxed for 4 hours. The solution is cooled and the solvent is removed on a rotary evaporator to give 13.7 g of a semi-crystalline solid residue, which is crystallized from 30 ml of isopropanol to give 4.2 g of the title compound, melting point 225°-227° C (dec.). An additional 0.77 g of product...